From a dataset of the Open Reaction Database (ORD), a public repository of structured organic reaction records. describe an organic reaction: reactants, conditions, products, and yield Reactants: BrC1=NC(=CC=C1)CC (2-bromo-6-ethyl-pyridine), C(C)(=O)OO (peracetic acid), solution, ice, [OH-].[K+] (KOH). Run in C(C)(=O)O (acetic acid). Conditions: temperature 50 celsius, time 5 hour. Yields the product BrC1=[N+](C(=CC=C1)CC)[O-] (2-Bromo-6-ethyl-pyridine 1-oxide). The yield is 100.0%. RXN SMILES: [Br:1][C:2]1[CH:7]=[CH:6][CH:5]=[C:4]([CH2:8][CH3:9])[N:3]=1.C(OO)(=[O:12])C.[OH-].[K+]>C(O)(=O)C>[Br:1][C:2]1[CH:7]=[CH:6][CH:5]=[C:4]([CH2:8][CH3:9])[N+:3]=1[O-:12] |f:2.3|. Procedure: To a solution of 2-bromo-6-ethyl-pyridine (15.4 g, 82.8 mmol) (S. G. Davies and M. R. Shipton, J. Chem. Soc., Perkin Trans. 1, 1991, 3, 501) in acetic acid (15 ml) was added peracetic acid (26 ml of a 39% solution) maintaining T<50° C. After complete addition the mixture was stirred at 50° C. for 5 hr and then cooled to room temperature (rt). Crushed ice (40 g) was added and the pH was adjusted to pH 12 with 40% aqueous KOH solution. After extraction with CHCl3 (6×60 ml) the combined organic pha... Product: NC(=O)C(CC(=O)O)NC(=O)c1ccc2ccccc2n1. Reactants: O=C([O-])O, COCCOC, CN(C)C=O, Cl, NC(=O)C(N)CC(=O)O, O, O=C(O)c1ccc2ccccc2n1. Reaction SMILES: [C:11](=[O:12])([OH:13])[O-:14].[CH3:29][O:30][CH2:31][CH2:32][O:33][CH3:34].[CH3:35][N:36]([CH3:37])[CH:38]=[O:39].[ClH:28].[NH2:1][CH:2]([CH2:3][C:4](=[O:5])[OH:6])[C:7]([NH2:8])=[O:9].[OH2:10].[OH:15][C:16](=[O:17])[c:18]1[cH:19][cH:20][c:21]2[cH:22][cH:23][cH:24][cH:25][c:26]2[n:27]1>>[NH:1]([CH:2]([CH2:3][C:4](=[O:5])[OH:6])[C:7]([NH2:8])=[O:9])[C:16](=[O:15])[c:18]1[cH:19][cH:20][c:21]2[cH:22][cH:23][cH:24][cH:25][c:26]2[n:27]1.